Dataset: the Open Reaction Database (ORD), a public repository of structured organic reaction records. Task: describe an organic reaction: reactants, conditions, products, and yield Solvent: CN(C=O)C (dimethylformamide), CN(C=O)C (dimethylformamide). Reported procedure: Crude 1-(4-chlorophenyl)-2-cyclopropylethanone (from the previous reaction) in dry dimethylformamide (150 ml) was added dropwise to a stirred suspension of hexane-washed sodium hydride (4.57 g of a 60% dispersion in oil, 114 mmol) in dry dimethylformamide (35 ml) under nitrogen. After 1 hour the mixture was cooled to -30° C. and iodomethane (16.2 g, 114 mmol) in dry dimethylformamide (35 ml) added very slowly. The mixture was then poured into water and the resultant mixture extracted with ether.... The reactants are IC (iodomethane), O (water), ClC1=CC=C(C=C1)C(CC1CC1)=O (1-(4-chlorophenyl)-2-cyclopropylethanone), CCCCCC (hexane). Product: ClC1=CC=C(C=C1)C(C(C)C1CC1)=O (1-(4-chlorophenyl)-2-cyclopropylpropan-1-one). Reaction conditions: temperature -30 celsius. RXN SMILES: [Cl:1][C:2]1[CH:7]=[CH:6][C:5]([C:8](=[O:13])[CH2:9][CH:10]2[CH2:12][CH2:11]2)=[CH:4][CH:3]=1.[CH3:14]CCCCC.IC.O>CN(C)C=O>[Cl:1][C:2]1[CH:3]=[CH:4][C:5]([C:8](=[O:13])[CH:9]([CH:10]2[CH2:11][CH2:12]2)[CH3:14])=[CH:6][CH:7]=1. The reactants are C1(CC1)C(=O)N (cyclopropanecarboxamide), chloro[2-(dicyclohexylphosphino)-3,6-dimethoxy-2′-4′-6′-tri-1-propyl-1,1′-biphenyl][2-(2-aminoeth yl)phenyl]palladium(II), 2-(dicyclohexylphosphino)-3,6-dimethoxy-2′-4′-6′-tri-1-propyl-1,1′-biphenyl, ClC=1C=C2C(C=C(NC2=CN1)C1=C(C=CC=C1)Cl)=O (6-chloro-2-(2-chlorophenyl)-1,7-naphthyridin-4(1H)-one), C1(CC1)C(=O)N (cyclopropanecarboxamide), chloro[2-(dicyclohexylphosphino)-3,6-dimethoxy-2′-4′-6′-tri-1-propyl-1,1′-biphenyl][2-(2-aminoeth yl)phenyl]palladium(II), 2-(dicyclohexylphosphino)-3,6-dimethoxy-2′-4′-6′-tri-1-propyl-1,1′-biphenyl, C([O-])([O-])=O.[Cs+].[Cs+] (cesium carbonate), O (water). Solvent: O1CCOCC1 (1,4-dioxane), [Cl-].[Na+].O (brine). The product is ClC1=C(C=CC=C1)C=1NC2=CN=C(C=C2C(C1)=O)NC(=O)C1CC1 (N-(2-(2-chlorophenyl)-4-oxo-1,4-dihydro-1,7-naphthyridin-6-yl)cyclopropanecarboxamide). Isolated yield 6.2%. Reaction SMILES: Cl[C:2]1[CH:3]=[C:4]2[C:9](=[CH:10][N:11]=1)[NH:8][C:7]([C:12]1[CH:17]=[CH:16][CH:15]=[CH:14][C:13]=1[Cl:18])=[CH:6][C:5]2=[O:19].[CH:20]1([C:23]([NH2:25])=[O:24])[CH2:22][CH2:21]1.C(=O)([O-])[O-].[Cs+].[Cs+].O>O1CCOCC1.[Cl-].[Na+].O>[Cl:18][C:13]1[CH:14]=[CH:15][CH:16]=[CH:17][C:12]=1[C:7]1[NH:8][C:9]2[C:4]([C:5](=[O:19])[CH:6]=1)=[CH:3][C:2]([NH:25][C:23]([CH:20]1[CH2:22][CH2:21]1)=[O:24])=[N:11][CH:10]=2 |f:2.3.4,7.8.9|. Procedure: A mixture of 6-chloro-2-(2-chlorophenyl)-1,7-naphthyridin-4(1H)-one (29.2 mg, 100 μmol), cyclopropanecarboxamide (17.1 mg, 200 μmol), chloro[2-(dicyclohexylphosphino)-3,6-dimethoxy-2′-4′-6′-tri-1-propyl-1,1′-biphenyl][2-(2-aminoeth yl)phenyl]palladium(II) (8.0 mg, 10 μmol), 2-(dicyclohexylphosphino)-3,6-dimethoxy-2′-4′-6′-tri-1-propyl-1,1′-biphenyl (5.4 mg, 10 μmol), and cesium carbonate (98.0 mg, 301 μmol) in 1,4-dioxane (5.0 mL) was heated to reflux for 4 hours. Further portions of cyclopropan... Reactants: CN(C)C=Cc1nc2ccsc2c(=O)n1-c1ccccc1Cl, [O-][I+3]([O-])([O-])[O-], [Na+], C1CCOC1. Yields the product O=Cc1nc2ccsc2c(=O)n1-c1ccccc1Cl. Reaction SMILES: [Cl:7][c:8]1[c:9](-[n:14]2[c:15]([CH:24]=[CH:25][N:26]([CH3:27])[CH3:28])[n:16][c:17]3[c:18]([c:19]2=[O:20])[s:21][cH:22][cH:23]3)[cH:10][cH:11][cH:12][cH:13]1.[I+3:1]([O-:2])([O-:3])([O-:4])[O-:5].[Na+:6].[O:29]1[CH2:30][CH2:31][CH2:32][CH2:33]1>>[O:2]=[CH:24][c:15]1[n:14](-[c:9]2[c:8]([Cl:7])[cH:13][cH:12][cH:11][cH:10]2)[c:19](=[O:20])[c:18]2[c:17]([n:16]1)[cH:23][cH:22][s:21]2. The reactants are C(C)(C)C=1C(=C(C=C(C1)C(C)C)B(O)O)OCCC (3,5-di-iso-propyl-2-propoxy phenylboronic acid), C(C)(=O)C1=CC2=C(S1)C=CC=C2I (2-acetyl-4-iodo benzo[b]thiophene), C([O-])([O-])=O.[Na+].[Na+] (sodium carbonate), O (water). The reagents and catalysts are C=1C=CC(=CC1)[P](C=2C=CC=CC2)(C=3C=CC=CC3)[Pd]([P](C=4C=CC=CC4)(C=5C=CC=CC5)C=6C=CC=CC6)([P](C=7C=CC=CC7)(C=8C=CC=CC8)C=9C=CC=CC9)[P](C=1C=CC=CC1)(C=1C=CC=CC1)C=1C=CC=CC1 (Pd(PPh3)4). The solvent is C1(=CC=CC=C1)C (toluene), C(C)O (ethanol). Yields the product C(C)(=O)C1=CC2=C(S1)C=CC=C2C2=C(C(=CC(=C2)C(C)C)C(C)C)OCCC (2-acetyl-4-(2-propoxy-3,5-di-iso-propylphenyl)-benzo[b]thiophene). As a reaction SMILES: [CH:1]([C:4]1[C:5]([O:16][CH2:17][CH2:18][CH3:19])=[C:6](B(O)O)[CH:7]=[C:8]([CH:10]([CH3:12])[CH3:11])[CH:9]=1)([CH3:3])[CH3:2].[C:20]([C:23]1[S:27][C:26]2[CH:28]=[CH:29][CH:30]=[C:31](I)[C:25]=2[CH:24]=1)(=[O:22])[CH3:21].C(=O)([O-])[O-].[Na+].[Na+].O>C1(C)C=CC=CC=1.C(O)C.C1C=CC([P]([Pd]([P](C2C=CC=CC=2)(C2C=CC=CC=2)C2C=CC=CC=2)([P](C2C=CC=CC=2)(C2C=CC=CC=2)C2C=CC=CC=2)[P](C2C=CC=CC=2)(C2C=CC=CC=2)C2C=CC=CC=2)(C2C=CC=CC=2)C2C=CC=CC=2)=CC=1>[C:20]([C:23]1[S:27][C:26]2[CH:28]=[CH:29][CH:30]=[C:31]([C:6]3[CH:7]=[C:8]([CH:10]([CH3:12])[CH3:11])[CH:9]=[C:4]([CH:1]([CH3:2])[CH3:3])[C:5]=3[O:16][CH2:17][CH2:18][CH3:19])[C:25]=2[CH:24]=1)(=[O:22])[CH3:21] |f:2.3.4,^1:53,55,74,93|. Reported procedure: A mixture of 1.08 mmol of 3,5-di-iso-propyl-2-propoxy phenylboronic acid, 1.62 mmol of 2-acetyl-4-iodo benzo[b]thiophene (see Example 14, step A) and 62 mg (0.05 mmol) of Pd(PPh3)4, 1 mL of 2N aqueous sodium carbonate in 9 mL of toluene and 4 mL ethanol was heated to reflux. After complexion (TLC), water was added and the solution was extracted with ethyl acetate. The organic layer is dried over MgSO4 and after evaporation of the solvents, the crude oil was purified over a short silica plug (elu... Reactants: FC1=CC=C(C=C1)C1C(CCCC1)O (rac-2-(4-fluoro-phenyl)-cyclohexanol), CC(=O)OI1(C=2C=CC=CC2C(=O)O1)(OC(=O)C)OC(=O)C (Dess-Martin periodinane). The solvent is C(Cl)Cl (DCM). Yields the product FC1=CC=C(C=C1)C1C(CCCC1)=O (rac-2-(4-Fluoro-phenyl)-cyclohexanone). Isolated yield 88.4%. Reaction SMILES: [F:1][C:2]1[CH:7]=[CH:6][C:5]([CH:8]2[CH2:13][CH2:12][CH2:11][CH2:10][CH:9]2[OH:14])=[CH:4][CH:3]=1.CC(OI1(OC(C)=O)(OC(C)=O)OC(=O)C2C=CC=CC1=2)=O>C(Cl)Cl>[F:1][C:2]1[CH:3]=[CH:4][C:5]([CH:8]2[CH2:13][CH2:12][CH2:11][CH2:10][C:9]2=[O:14])=[CH:6][CH:7]=1. Procedure: bi) To a solution of rac-2-(4-fluoro-phenyl)-cyclohexanol (3.8 g, 20 mmol) in DCM (320 mL) was added Dess-Martin periodinane [1,1,1-tris(acetyloxy)-1,1-dihydro-1,2-benziodoxol-3-(1H)-one](10 g, 24 mmol) at room temperature and after 2 h the reaction mixture was washed with sodium hydrogen carbonate (10%, 150 mL). The organic phase was then separated and washed with sodium thiosulfite (10%, 150 mL) and then dried over sodium sulfate, filtered and evaporated. Purification by chromatography through... The reactants are CC1C(C(CCC1)C)=O (2,6-dimethylcyclohexanone), C[Mg]Br (methyl magnesium bromide). Solvent: CCOCC (ether), CCOCC (ether). Reaction conditions: temperature -78 celsius, time 3 hour. Yields the product CC1(C(CCCC1C)C)O (1,2,6-trimethylcyclohexanol). Reaction SMILES: [CH3:1][CH:2]1[CH2:7][CH2:6][CH2:5][CH:4]([CH3:8])[C:3]1=[O:9].[CH3:10][Mg]Br>CCOCC>[CH3:10][C:3]1([OH:9])[CH:4]([CH3:8])[CH2:5][CH2:6][CH2:7][CH:2]1[CH3:1]. Reported procedure: A solution of 2,6-dimethylcyclohexanone (35 g, 0.277 mole) in ether (200 ml) was cooled to -78° C. and treated with a 2-fold excess of a solution of methyl magnesium bromide in ether (2.8M, 198 ml). After stirring at -78° C. for 3 hours the reaction mixture was warmed to 0° C. and quenched carefully with water and brine. The organic layer was separated, dried (MgSO4) and the ether evaporated under reduced pressure to give 1,2,6-trimethylcyclohexanol (32.2 g). Starting materials: O.NN (Hydrazine hydrate), CN(C)CC1C(CCCC1)=O (2-dimethylaminomethyl-cyclohexanone). The solvent is CCCCO (n-BuOH), CCCCO (n-BuOH). Yields the product N=1NCC2CCCCC12 (3,3a,4,5,6,7-Hexahydro-2H-indazole). As a reaction SMILES: O.[NH2:2]N.C[N:5]([CH2:7][CH:8]1[CH2:13][CH2:12][CH2:11][CH2:10][C:9]1=O)C>CCCCO>[N:2]1[NH:5][CH2:7][CH:8]2[C:9]=1[CH2:10][CH2:11][CH2:12][CH2:13]2 |f:0.1|. Procedure details: Hydrazine hydrate (28.0 mL) was dissolved in n-BuOH (200 mL) and cooled in an ice bath. A solution of 2-dimethylaminomethyl-cyclohexanone (64.0 g) in n-BuOH (50 mL) was added dropwise, the mixture was slowly warmed and refluxed for 20 hours. The solvent was evaporated under reduced pressure. Reactants: NC1=NC=NC(=C1C#N)N1CCC(CC1)C=1N(C=C(N1)C1=CC(=C(C=C1)F)C(F)(F)F)CCNCC1CC1 (4-Amino-6-{4-[1-[2-(cyclopropylmethyl-amino)-ethyl]-4-(4-fluoro-3-trifluoromethyl-phenyl)-1H-imidazol-2-yl]-piperidin-1-yl}-pyrimidine-5-carbonitrile), COCCN (2-methoxyethylamine). Product: NC1=NC=NC(=C1C#N)N1CCC(CC1)C=1N(C=C(N1)C1=CC(=C(C=C1)F)C(F)(F)F)CCNCCOC (4-Amino-6-(4-{4-(4-fluoro-3-trifluoromethyl-phenyl)-1-[2-(2-methoxy-ethylamino)-ethyl]-1H-imidazol-2-yl}-piperidin-1-yl)-pyrimidine-5-carbonitrile). As a reaction SMILES: [NH2:1][C:2]1[C:7]([C:8]#[N:9])=[C:6]([N:10]2[CH2:15][CH2:14][CH:13]([C:16]3[N:17]([CH2:32][CH2:33][NH:34][CH2:35][CH:36]4CC4)[CH:18]=[C:19]([C:21]4[CH:26]=[CH:25][C:24]([F:27])=[C:23]([C:28]([F:31])([F:30])[F:29])[CH:22]=4)[N:20]=3)[CH2:12][CH2:11]2)[N:5]=[CH:4][N:3]=1.[CH3:39][O:40]CCN>>[NH2:1][C:2]1[C:7]([C:8]#[N:9])=[C:6]([N:10]2[CH2:15][CH2:14][CH:13]([C:16]3[N:17]([CH2:32][CH2:33][NH:34][CH2:35][CH2:36][O:40][CH3:39])[CH:18]=[C:19]([C:21]4[CH:26]=[CH:25][C:24]([F:27])=[C:23]([C:28]([F:31])([F:30])[F:29])[CH:22]=4)[N:20]=3)[CH2:12][CH2:11]2)[N:5]=[CH:4][N:3]=1. Procedure: The title compound was prepared in an analogous manner as 4-Amino-6-{4-[1-[2-(cyclopropylmethyl-amino)-ethyl]-4-(4-fluoro-3-trifluoromethyl-phenyl)-1H-imidazol-2-yl]-piperidin-1-yl}-pyrimidine-5-carbonitrile using 2-methoxyethylamine instead of cyclopropylmethylamine. LC-MS: (M+1=533, obsd.=533). Reactants: O=C(O)c1ccc2c(c1)Sc1cc3c(cc1CC2)CCC3=O, O=C(O)C1=CC2=CCCC=C2Sc2c1ccc1c2C(=O)CC1. Product: O=C(O)c1ccc2c(c1)Sc1cc3c(cc1CC2)CCC3O. Reaction SMILES: [O:1]=[C:2]1[CH2:3][CH2:4][c:5]2[cH:6][c:7]3[c:13]([cH:14][c:15]21)[S:12][c:11]1[c:10]([cH:19][cH:18][c:17]([C:20](=[O:21])[OH:22])[cH:16]1)[CH2:9][CH2:8]3.[O:23]=[C:24]1[c:25]2[c:26]3[c:39]([cH:40][cH:41][c:42]2[CH2:43][CH2:44]1)[C:35]([C:36]([OH:37])=[O:38])=[CH:34][C:33]1=[CH:32][CH2:31][CH2:30][CH:29]=[C:28]1[S:27]3>>[OH:1][CH:2]1[CH2:3][CH2:4][c:5]2[cH:6][c:7]3[c:13]([cH:14][c:15]21)[S:12][c:11]1[c:10]([cH:19][cH:18][c:17]([C:20](=[O:21])[OH:22])[cH:16]1)[CH2:9][CH2:8]3.